This data is from the Open Reaction Database (ORD), a public repository of structured organic reaction records. The task is: describe an organic reaction: reactants, conditions, products, and yield Product: C(C(C)(C)C)(=O)OCN1N=C(N=N1)C=1C=C2C(CC3(CCN(CC3)C(=O)C3=NC4=C(C=CC=C4C(=C3)OC)OC)OC2=CC1)=O ((5-{1′-[(4,8-dimethoxyquinolin-2-yl)carbonyl]-4-oxospiro[chroman-2,4′-piperidin]-6-yl}-2H-tetrazol-2-yl)methyl Pivalate). Run at time 16 hour. Run in C(C)(=O)OCC (ethyl acetate), CN(C)C=O (DMF). Reaction SMILES: [Na].[CH3:2][O:3][C:4]1[C:13]2[C:8](=[C:9]([O:14][CH3:15])[CH:10]=[CH:11][CH:12]=2)[N:7]=[C:6]([C:16]([N:18]2[CH2:23][CH2:22][C:21]3([CH2:32][C:31](=[O:33])[C:30]4[C:25](=[CH:26][CH:27]=[C:28]([C:34]5[NH:38][N:37]=[N:36][N:35]=5)[CH:29]=4)[O:24]3)[CH2:20][CH2:19]2)=[O:17])[CH:5]=1.[C:39]([O:45][CH2:46]Cl)(=[O:44])[C:40]([CH3:43])([CH3:42])[CH3:41]>CN(C=O)C.C(OCC)(=O)C>[C:39]([O:45][CH2:46][N:36]1[N:37]=[N:38][C:34]([C:28]2[CH:29]=[C:30]3[C:25](=[CH:26][CH:27]=2)[O:24][C:21]2([CH2:22][CH2:23][N:18]([C:16]([C:6]4[CH:5]=[C:4]([O:3][CH3:2])[C:13]5[C:8](=[C:9]([O:14][CH3:15])[CH:10]=[CH:11][CH:12]=5)[N:7]=4)=[O:17])[CH2:19][CH2:20]2)[CH2:32][C:31]3=[O:33])=[N:35]1)(=[O:44])[C:40]([CH3:43])([CH3:42])[CH3:41] |f:0.1,^1:0|. Reactants: [Na].COC1=CC(=NC2=C(C=CC=C12)OC)C(=O)N1CCC2(CC1)OC1=CC=C(C=C1C(C2)=O)C2=NN=NN2 (1′-[(4,8-dimethoxyquinolin-2-yl)carbonyl]-6-(1H-tetrazol-5-yl)spiro[chroman-2,4′-piperidin]-4-one sodium salt), C(C(C)(C)C)(=O)OCCl (pivaloyloxymethyl chloride). Procedure: To a stirred solution of the sodium salt (105 mg) obtained in Example 18 in 1.0 mL of DMF, was added pivaloyloxymethyl chloride (35.6 μl), and the mixture was stirred at room temperature for 16 hours. The reaction mixture was diluted with 20 mL of ethyl acetate, washed with water (4 times) and aqueous saturated sodium chloride solution, then dried over sodium sulfate, and concentrated. The residue was purified through silica gel column chromatography (0.7% methanol/chloroform) to obtain the 2-is... Reactants: C(C(=O)C)(=O)[O-].C=1N=C(C2=C(N1)N(C=N2)[C@H]3[C@@H]([C@@H]([C@H](O3)COP(=O)(O)OP(=O)(O)OC[C@@H]4[C@H]([C@H]([C@@H](O4)N5C=CCC(=C5)C(=O)N)O)O)O)O)N (pyruvate NADH), C(C(O)C)(=O)[O-].C=1N=C(C2=C(N1)N(C=N2)[C@H]3[C@@H]([C@@H]([C@H](O3)COP(=O)(O)OP(=O)(O)OC[C@@H]4[C@H]([C@H]([C@@H](O4)N5C=CCC(=C5)C(=O)N)O)O)O)O)N (lactate NAD). The product is N(CCO)(CCO)CCO (triethanolamine). RXN SMILES: C([O-])(=O)[C:2]([CH3:4])=[O:3].C1N=C(N)C2N=CN([C@@H]3O[C@H](COP(OP(OC[C@H]4O[C@@H:35]([N:37]5C=C(C(N)=O)C[CH:39]=[CH:38]5)[C@H:34]([OH:46])[C@@H]4O)(O)=O)(O)=O)[C@@H](O)[C@H]3O)C=2N=1.C([O-])(=O)C(C)[OH:53].C1N=C(N)C2N=CN([C@@H]3O[C@H](COP(OP(OC[C@H]4O[C@@H](N5C=C(C(N)=O)CC=C5)[C@H](O)[C@@H]4O)(O)=O)(O)=O)[C@@H](O)[C@H]3O)C=2N=1>>[N:37]([CH2:4][CH2:2][OH:3])([CH2:35][CH2:34][OH:46])[CH2:38][CH2:39][OH:53] |f:0.1,2.3|. Procedure: pyruvate + NADH LDH LDH lactate + NAD Starting materials: Cc1cc(Br)cc(CO)c1F, ClCCl, O=[Cr](=O)([O-])Cl, c1cc[nH+]cc1. Yields the product Cc1cc(Br)cc(C=O)c1F. As a reaction SMILES: [Br:12][c:13]1[cH:14][c:15]([CH3:22])[c:16]([F:21])[c:17]([CH2:19][OH:20])[cH:18]1.[Cl:23][CH2:24][Cl:25].[O:1]=[Cr:2]([Cl:3])([O-:4])=[O:5].[nH+:6]1[cH:7][cH:8][cH:9][cH:10][cH:11]1>>[Br:12][c:13]1[cH:14][c:15]([CH3:22])[c:16]([F:21])[c:17]([CH:19]=[O:20])[cH:18]1. The reactants are BrC=1C=C(C(=NC1)N)SC1=CC=CC=C1 (5-Bromo-3-(phenylthio)pyridin-2-amine), C(C1=CC=CC=C1)(=O)N=C=S (benzoyl isothiocyanate). Solvent: C1CCOC1 (THF). Yields the product C(C1=CC=CC=C1)(=O)NC(=S)NC1=NC=C(C=C1SC1=CC=CC=C1)Br (1-benzoyl-3-(5-bromo-3-(phenylthio)pyridin-2-yl)thiourea). Yield: 95.6%. RXN SMILES: [Br:1][C:2]1[CH:3]=[C:4]([S:9][C:10]2[CH:15]=[CH:14][CH:13]=[CH:12][CH:11]=2)[C:5]([NH2:8])=[N:6][CH:7]=1.[C:16]([N:24]=[C:25]=[S:26])(=[O:23])[C:17]1[CH:22]=[CH:21][CH:20]=[CH:19][CH:18]=1>C1COCC1>[C:16]([NH:24][C:25]([NH:8][C:5]1[C:4]([S:9][C:10]2[CH:15]=[CH:14][CH:13]=[CH:12][CH:11]=2)=[CH:3][C:2]([Br:1])=[CH:7][N:6]=1)=[S:26])(=[O:23])[C:17]1[CH:22]=[CH:21][CH:20]=[CH:19][CH:18]=1. Reported procedure: mL 5-Bromo-3-(phenylthio)pyridin-2-amine (17 g, 60.5 mmol), benzoyl isothiocyanate (9.79 mL, 72.6 mmol), and THF (300 mL) was stirred at 40° C. overnight. Concentrated to half of the original volume and 9:1 hexanes:EtOAc (500 mL) was added. Filtered to afford the title compound (25.7 g, 95.7% yield). Reactants: BrC1=C(N=C(N=N1)N)C1=CC(=CC=C1)OC (6-bromo-5-(3-methoxyphenyl)-1,2,4-triazin-3-amine), ClC=1C=C(C=CC1)B(O)O (3-chlorophenylboronic acid). The product is ClC=1C=C(C=CC1)C1=C(N=C(N=N1)N)C1=CC(=CC=C1)OC (6-(3-Chlorophenyl)-5-(3-methoxyphenyl)-1,2,4-triazin-3-amine). Isolated yield 9.6%. As a reaction SMILES: Br[C:2]1[N:7]=[N:6][C:5]([NH2:8])=[N:4][C:3]=1[C:9]1[CH:14]=[CH:13][CH:12]=[C:11]([O:15][CH3:16])[CH:10]=1.[Cl:17][C:18]1[CH:19]=[C:20](B(O)O)[CH:21]=[CH:22][CH:23]=1>>[Cl:17][C:18]1[CH:23]=[C:22]([C:2]2[N:7]=[N:6][C:5]([NH2:8])=[N:4][C:3]=2[C:9]2[CH:14]=[CH:13][CH:12]=[C:11]([O:15][CH3:16])[CH:10]=2)[CH:21]=[CH:20][CH:19]=1. Reported procedure: 6-(3-Chlorophenyl)-5-(3-methoxyphenyl)-1,2,4-triazin-3-amine (18 mg 9%) was prepared from 6-bromo-5-(3-methoxyphenyl)-1,2,4-triazin-3-amine (0.18 g, 0.60 mmol) and 3-chlorophenylboronic acid (0.10 g, 0.60 mmol) according to the general procedure of Example 1. Starting materials: FC1=C(CC(C(=O)OCC)C(=O)OCC)C=CC=C1 (diethyl 2-(2-fluorobenzyl)malonate), Cl (HCl). Solvent: C(C)(=O)O (acetic acid). Product: FC1=C(C=CC=C1)CCC(=O)O (3- (2-fluorophenyl) propionic acid). As a reaction SMILES: [F:1][C:2]1[CH:19]=[CH:18][CH:17]=[CH:16][C:3]=1[CH2:4][CH:5](C(OCC)=O)[C:6]([O:8]CC)=[O:7].Cl>C(O)(=O)C>[F:1][C:2]1[CH:19]=[CH:18][CH:17]=[CH:16][C:3]=1[CH2:4][CH2:5][C:6]([OH:8])=[O:7]. Reported procedure: 49 g (0.183 mol) of diethyl 2-(2-fluorobenzyl)malonate were mixed with 183 ml of 37% HCl and 9.4 ml of glacial acetic acid. The mixture was heated atreflux for 27 hours, then cooled; the solid precipitated was filtered, taken up with water, basified with sat. NaHCO3, washed with diethyl ether, then reacidified with 20% HCl, extracted with diethyl ether and washed with brine. After drying and evaporation, the oily residue was taken up with petroleum ether: upon freezing a white solid precipitated... Procedure details: The compound of example 170 was prepared analogous to compound of example 98 by hydrolysis of compound of example 169. Yields the product CC([C@@H](C(=O)O)N1C(C2=CC(=CC=C2C1)C1=CC=C(C=C1)NC(C1=CC=C(C=C1)CCC)=O)=O)C ((S)-3-Methyl-2-(1-oxo-6-(4-(4-propylbenzamido)phenyl)isoindolin-2-yl)butanoic acid). The reactants are C(C1=CC=CC=C1)(=O)NC1=CC=C(C=C1)C1=CC=C2CN(C(C2=C1)=O)[C@H](C(=O)O)C(C)C ((S)-2-(6-(4-Benzamidophenyl)-1-oxoisoindolin-2-yl)-3-methylbutanoic acid), CC([C@@H](C(=O)OC)N1C(C2=CC(=CC=C2C1)C1=CC=C(C=C1)NC(C1=CC=C(C=C1)CCC)=O)=O)C ((S)-Methyl 3-methyl-2-(1-oxo-6-(4-(4-propylbenzamido)phenyl)isoindolin-2-yl)butanoate). RXN SMILES: C(NC1C=CC(C2C=C3C(CN([C@@H](C(C)C)C(O)=O)C3=O)=CC=2)=CC=1)(=O)C1C=CC=CC=1.[CH3:33][CH:34]([CH3:68])[C@H:35]([N:40]1[CH2:48][C:47]2[C:42](=[CH:43][C:44]([C:49]3[CH:54]=[CH:53][C:52]([NH:55][C:56](=[O:66])[C:57]4[CH:62]=[CH:61][C:60]([CH2:63][CH2:64][CH3:65])=[CH:59][CH:58]=4)=[CH:51][CH:50]=3)=[CH:45][CH:46]=2)[C:41]1=[O:67])[C:36]([O:38]C)=[O:37]>>[CH3:68][CH:34]([CH3:33])[C@H:35]([N:40]1[CH2:48][C:47]2[C:42](=[CH:43][C:44]([C:49]3[CH:54]=[CH:53][C:52]([NH:55][C:56](=[O:66])[C:57]4[CH:58]=[CH:59][C:60]([CH2:63][CH2:64][CH3:65])=[CH:61][CH:62]=4)=[CH:51][CH:50]=3)=[CH:45][CH:46]=2)[C:41]1=[O:67])[C:36]([OH:38])=[O:37]. Yield: 80.0%. The reactants are CN(C1(CCC(CC1)CNC(=O)N1CC(CC1)C1=CNC2=CC=CC=C12)C1=CC=CC=C1)C (3-(1H-indol-3-yl)pyrrolidine-1-carboxylic acid-(4-dimethylamino-4-phenylcyclohexyl-methyl)-amide), C(C)O (ethanol), C(CC(O)(C(=O)O)CC(=O)O)(=O)O (Citric acid). The solvent is C(C)OCC (diethyl ether). Yields the product C(CC(O)(C(=O)O)CC(=O)O)(=O)O.CN(C1(CCC(CC1)CNC(=O)N1CC(CC1)C1=CNC2=CC=CC=C12)C1=CC=CC=C1)C (3-(1H-indol-3-yl)pyrrolidine-1-carboxylic acid-(4-dimethylamino-4-phenylcyclohexylmethyl)-amide citrate). Reaction SMILES: [CH3:1][N:2]([CH3:33])[C:3]1([C:27]2[CH:32]=[CH:31][CH:30]=[CH:29][CH:28]=2)[CH2:8][CH2:7][CH:6]([CH2:9][NH:10][C:11]([N:13]2[CH2:17][CH2:16][CH:15]([C:18]3[C:26]4[C:21](=[CH:22][CH:23]=[CH:24][CH:25]=4)[NH:20][CH:19]=3)[CH2:14]2)=[O:12])[CH2:5][CH2:4]1.C(O)C.[C:37]([OH:49])(=[O:48])[CH2:38][C:39]([CH2:44][C:45]([OH:47])=[O:46])([C:41]([OH:43])=[O:42])[OH:40]>C(OCC)C>[C:37]([OH:49])(=[O:48])[CH2:38][C:39]([CH2:44][C:45]([OH:47])=[O:46])([C:41]([OH:43])=[O:42])[OH:40].[CH3:1][N:2]([CH3:33])[C:3]1([C:27]2[CH:28]=[CH:29][CH:30]=[CH:31][CH:32]=2)[CH2:8][CH2:7][CH:6]([CH2:9][NH:10][C:11]([N:13]2[CH2:17][CH2:16][CH:15]([C:18]3[C:26]4[C:21](=[CH:22][CH:23]=[CH:24][CH:25]=4)[NH:20][CH:19]=3)[CH2:14]2)=[O:12])[CH2:5][CH2:4]1 |f:4.5|. Reported procedure: The polar diastereoisomer of 3-(1H-indol-3-yl)pyrrolidine-1-carboxylic acid-(4-dimethylamino-4-phenylcyclohexyl-methyl)-amide (115 mg, 0.241 mmole) was dissolved in abs. ethanol (1.5 ml). Citric acid (46.8 mg, 0.244 mmole) was added in one portion at ca. 40° C. while stirring. No precipitate formed at RT. The amount of solvent was reduced to 2 ml in vacuo and diethyl ether (20 ml) was then added. After stirring overnight at RT the precipitate was filtered off, washed with diethyl ether (3×3 ml) ... Reactants: S1C=C(C=C1)C1NCCC1 ((RS)-2-thien-3-yl-pyrrolidine), ClC1=CC=C(C=C1)S(=O)(=O)Cl (4-chloro-benzenesulfonyl chloride). The product is ClC1=CC=C(C=C1)S(=O)(=O)N1C(CCC1)C1=CSC=C1 ((RS)-1-(4-Chloro-benzenesulfonyl)-2-thien-3-yl-pyrrolidine). As a reaction SMILES: [S:1]1[CH:5]=[CH:4][C:3]([CH:6]2[CH2:10][CH2:9][CH2:8][NH:7]2)=[CH:2]1.[Cl:11][C:12]1[CH:17]=[CH:16][C:15]([S:18](Cl)(=[O:20])=[O:19])=[CH:14][CH:13]=1>>[Cl:11][C:12]1[CH:17]=[CH:16][C:15]([S:18]([N:7]2[CH2:8][CH2:9][CH2:10][CH:6]2[C:3]2[CH:4]=[CH:5][S:1][CH:2]=2)(=[O:20])=[O:19])=[CH:14][CH:13]=1. Reported procedure: The title compound, white solid, m.p. 120° C. and MS: m/e=328.1 (M+H+) was prepared in accordance with the general method of example 1e from (RS)-2-thien-3-yl-pyrrolidine and 4-chloro-benzenesulfonyl chloride.